Dataset: the Open Reaction Database (ORD), a public repository of structured organic reaction records. Task: describe an organic reaction: reactants, conditions, products, and yield The reactants are F[B-](F)(F)F.[H+] (tetrafluoroboric acid), NC1=C(C=C(C(=C1)C)Br)C (2-amino-5-bromo-p-xylene), N(=O)[O-].[Na+] (NaNO2). Run in O (H2O), O (water). Run at time 60 minute. Product: BrC1=C(C=C(C(=C1)C)F)C (2-bromo-5-fluoro-p-xylene). As a reaction SMILES: N[C:2]1[CH:7]=[C:6]([CH3:8])[C:5]([Br:9])=[CH:4][C:3]=1[CH3:10].[F:11][B-](F)(F)F.[H+].N([O-])=O.[Na+]>O>[Br:9][C:5]1[CH:4]=[C:3]([CH3:10])[C:2]([F:11])=[CH:7][C:6]=1[CH3:8] |f:1.2,3.4|. Reported procedure: 373 g of 2-amino-5-bromo-p-xylene were suspended in 1860 ml of H2O in a 4 l four-necked flask, the mixture was cooled to 3° C. (internal temperature), and 612 ml of tetrafluoroboric acid were added. 154 g of NaNO2 in 300 ml of water were then added dropwise over the course of 60 minutes. After 60 minutes, the solid was filtered off with suction and washed with a little cold 5% tetrafluoroboric acid, then with a little cold methanol and finally with a little cold diethyl ether. The yellow solid (... Reactants: CC(=O)OC(C)=O, CCOC(C)=O, COc1ccc(N(Cc2cccnc2)c2ccc([N+](=O)[O-])c(C(=O)O)c2)cc1OC1CCCC1. The product is COc1ccc(N(Cc2cccnc2)c2ccc(NC(C)=O)c(C(=O)O)c2)cc1OC1CCCC1. RXN SMILES: [CH3:35][C:36](=[O:37])[O:38][C:39](=[O:40])[CH3:41].[CH3:42][CH2:43][O:44][C:45]([CH3:46])=[O:47].[CH:1]1([O:6][c:7]2[cH:8][c:9]([N:10]([CH2:11][c:12]3[cH:13][n:14][cH:15][cH:16][cH:17]3)[c:18]3[cH:19][c:20]([C:27](=[O:28])[OH:29])[c:21]([N+:24]([O-:25])=[O:26])[cH:22][cH:23]3)[cH:30][cH:31][c:32]2[O:33][CH3:34])[CH2:2][CH2:3][CH2:4][CH2:5]1>>[CH:1]1([O:6][c:7]2[cH:8][c:9]([N:10]([CH2:11][c:12]3[cH:13][n:14][cH:15][cH:16][cH:17]3)[c:18]3[cH:19][c:20]([C:27](=[O:28])[OH:29])[c:21]([NH:24][C:36]([CH3:35])=[O:37])[cH:22][cH:23]3)[cH:30][cH:31][c:32]2[O:33][CH3:34])[CH2:2][CH2:3][CH2:4][CH2:5]1. Starting materials: C1(CCCCC1)NC1=C(C=C2C(C(=CN(C2=C1)C(CC)CC)C(=O)N[C@@H](C(=O)OC)CC=1C=NC=CC1)=O)F (methyl(2R)-2-({[7-(cyclohexylamino)-1-(1-ethylpropyl)-6-fluoro-4-oxo-1,4-dihydroquinolin-3-yl]carbonyl}amino)-3-pyridin-3-ylpropanoate), Cl.CCOC(=O)C (HCl EtOAc). The solvent is CCOC(=O)C (EtOAc). Conditions: time 30 minute. The product is Cl.C1(CCCCC1)NC1=C(C=C2C(C(=CN(C2=C1)C(CC)CC)C(=O)N[C@@H](C(=O)OC)CC=1C=NC=CC1)=O)F (methyl(2R)-2-({[7-(cyclohexylamino)-1-(1-ethylpropyl)-6-fluoro-4-oxo-1,4-dihydroquinolin-3-yl]carbonyl}amino)-3-pyridin-3-ylpropanoate hydrochloride). Reaction SMILES: [CH:1]1([NH:7][C:8]2[CH:17]=[C:16]3[C:11]([C:12](=[O:38])[C:13]([C:23]([NH:25][C@H:26]([CH2:31][C:32]4[CH:33]=[N:34][CH:35]=[CH:36][CH:37]=4)[C:27]([O:29][CH3:30])=[O:28])=[O:24])=[CH:14][N:15]3[CH:18]([CH2:21][CH3:22])[CH2:19][CH3:20])=[CH:10][C:9]=2[F:39])[CH2:6][CH2:5][CH2:4][CH2:3][CH2:2]1.[ClH:40].CCOC(C)=O>CCOC(C)=O>[ClH:40].[CH:1]1([NH:7][C:8]2[CH:17]=[C:16]3[C:11]([C:12](=[O:38])[C:13]([C:23]([NH:25][C@H:26]([CH2:31][C:32]4[CH:33]=[N:34][CH:35]=[CH:36][CH:37]=4)[C:27]([O:29][CH3:30])=[O:28])=[O:24])=[CH:14][N:15]3[CH:18]([CH2:19][CH3:20])[CH2:21][CH3:22])=[CH:10][C:9]=2[F:39])[CH2:6][CH2:5][CH2:4][CH2:3][CH2:2]1 |f:1.2,4.5|. Procedure: 374 mg of methyl(2R)-2-({[7-(cyclohexylamino)-1-(1-ethylpropyl)-6-fluoro-4-oxo-1,4-dihydroquinolin-3-yl]carbonyl}amino)-3-pyridin-3-ylpropanoate was suspended in 4 ml of EtOAc, to which 2 ml of 0.5M HCl EtOAc solution was added, for stirring for 30 minutes. Subsequently, the resulting precipitate was filtered, to obtain 156 mg of methyl(2R)-2-({[7-(cyclohexylamino)-1-(1-ethylpropyl)-6-fluoro-4-oxo-1,4-dihydroquinolin-3-yl]carbonyl}amino)-3-pyridin-3-ylpropanoate hydrochloride.